Dataset: the Open Reaction Database (ORD), a public repository of structured organic reaction records. Task: describe an organic reaction: reactants, conditions, products, and yield The reactants are Cc1ccc(C=O)c(c1[Br])O, CC1=CN=C(C=C1)N, [C-]#[N+]C1CCCCC1. The reagents and catalysts are O=C(O)C(F)(F)F (trifluoroacetic acid). The solvent is CC(C)O (isopropyl alcohol), CC(C)O (isopropylalcohol). Conditions: temperature 22 celsius, time 20 hour. Product: Cc1ccc2nc(c3ccc(C)c(c3O)[Br])c(NC3CCCCC3)n2c1. Isolated yield 6.2%. RXN SMILES: CC1=CC=C(N)N=C1.[C-]#[N+]C1CCCCC1.CC1=CC=C(C=O)C(O)=C1Br>>CC1=CN2C(C=C1)=NC(=C2NC1CCCCC1)C1=CC=C(C)C(Br)=C1O. Starting materials: ClC1=NC(=CC(=N1)C1=CC(=C(C=C1)Cl)Cl)C(F)(F)F (2-chloro-4-(3,4-dichloro-phenyl)-6-trifluoromethyl-pyrimidine), BrC=1C=C(C=CC1)B(O)O (3-bromo-benzene-boronic acid). Product: BrC=1C=C(C=CC1)C1=NC(=CC(=N1)C1=CC(=C(C=C1)Cl)Cl)C(F)(F)F (2-(3-Bromo-phenyl)-4-(3,4-dichloro-phenyl)-6-trifluoromethyl-pyrimidine), oil. Yield: 83.0%. RXN SMILES: Cl[C:2]1[N:7]=[C:6]([C:8]2[CH:13]=[CH:12][C:11]([Cl:14])=[C:10]([Cl:15])[CH:9]=2)[CH:5]=[C:4]([C:16]([F:19])([F:18])[F:17])[N:3]=1.[Br:20][C:21]1[CH:22]=[C:23](B(O)O)[CH:24]=[CH:25][CH:26]=1>>[Br:20][C:21]1[CH:26]=[C:25]([C:2]2[N:7]=[C:6]([C:8]3[CH:13]=[CH:12][C:11]([Cl:14])=[C:10]([Cl:15])[CH:9]=3)[CH:5]=[C:4]([C:16]([F:19])([F:18])[F:17])[N:3]=2)[CH:24]=[CH:23][CH:22]=1. Procedure: The title compound was prepared from 2-chloro-4-(3,4-dichloro-phenyl)-6-trifluoromethyl-pyrimidine (example A.7) (0.50 g, 1.53 mmol) and commercially available 3-bromo-benzene-boronic acid (0.40 g, 1.99 mmol) according to the general procedure IVb. Obtained as a light yellow oil (0.71 g, 83%). MS (EI) 447.7 [(M)+]. The reactants are [BH3-]C#N, O=C([O-])O, CON=C(C)C1CC1c1c(F)cccc1Cl, CC(=O)O, [Na+], [Na+]. Yields the product CONC(C)C1CC1c1c(F)cccc1Cl. Reaction SMILES: [C:17]([BH3-:18])#[N:19].[C:25](=[O:26])([O-:27])[OH:28].[CH3:1][O:2][N:3]=[C:4]([CH3:5])[CH:6]1[CH:7]([c:9]2[c:10]([Cl:16])[cH:11][cH:12][cH:13][c:14]2[F:15])[CH2:8]1.[CH3:21][C:22](=[O:23])[OH:24].[Na+:20].[Na+:29]>>[CH3:1][O:2][NH:3][CH:4]([CH3:5])[CH:6]1[CH:7]([c:9]2[c:10]([Cl:16])[cH:11][cH:12][cH:13][c:14]2[F:15])[CH2:8]1.